Task: describe an organic reaction: reactants, conditions, products, and yield. Dataset: the Open Reaction Database (ORD), a public repository of structured organic reaction records The solvent is C(C)(=O)OCC (ethyl acetate), CO (methanol). Reported procedure: A solution of (3S,4R)-4-(1-(R)-t-butyldimethylsilyloxymethylethyl)-3-(1-(R)-benzyloxycarbonyloxyethyl)-1-di(p-anisyl)methyl-2-azetidinone (0.40 g) in methanol (40 ml) was treated with 6N hydrochloric acid (10 ml) with ice-cooling for 20 minutes. The reaction mixture was diluted with ethyl acetate (200 ml), washed with brine and dried over anhydrous sodium sulfate. Filtration and concentration of the filtrate in vacuo gave an oily residue, which was purified by silica gel chromatography to yield ... Product: OC[C@H](C)[C@@H]1[C@H](C(N1C(CC1=CC=C(C=C1)OC)CC1=CC=C(C=C1)OC)=O)[C@@H](C)OC(=O)OCC1=CC=CC=C1 ((3S,4R)- 4-(1-(R)-hydroxymethylethyl)-3-(1-(R)-benzyloxycarbonyloxyethyl)-1-di(p-anisyl)methyl-2-azetidinone). RXN SMILES: [Si]([O:8][CH2:9][C@@H:10]([C@H:12]1[N:15]([CH:16]([CH2:26][C:27]2[CH:32]=[CH:31][C:30]([O:33][CH3:34])=[CH:29][CH:28]=2)[CH2:17][C:18]2[CH:23]=[CH:22][C:21]([O:24][CH3:25])=[CH:20][CH:19]=2)[C:14](=[O:35])[C@@H:13]1[C@H:36]([O:38][C:39]([O:41][CH2:42][C:43]1[CH:48]=[CH:47][CH:46]=[CH:45][CH:44]=1)=[O:40])[CH3:37])[CH3:11])(C(C)(C)C)(C)C.Cl>CO.C(OCC)(=O)C>[OH:8][CH2:9][C@@H:10]([C@H:12]1[N:15]([CH:16]([CH2:26][C:27]2[CH:32]=[CH:31][C:30]([O:33][CH3:34])=[CH:29][CH:28]=2)[CH2:17][C:18]2[CH:19]=[CH:20][C:21]([O:24][CH3:25])=[CH:22][CH:23]=2)[C:14](=[O:35])[C@@H:13]1[C@H:36]([O:38][C:39]([O:41][CH2:42][C:43]1[CH:44]=[CH:45][CH:46]=[CH:47][CH:48]=1)=[O:40])[CH3:37])[CH3:11]. Reactants: [Si](C)(C)(C(C)(C)C)OC[C@H](C)[C@@H]1[C@H](C(N1C(CC1=CC=C(C=C1)OC)CC1=CC=C(C=C1)OC)=O)[C@@H](C)OC(=O)OCC1=CC=CC=C1 ((3S,4R)-4-(1-(R)-t-butyldimethylsilyloxymethylethyl)-3-(1-(R)-benzyloxycarbonyloxyethyl)-1-di(p-anisyl)methyl-2-azetidinone), Cl (hydrochloric acid). The reactants are O (Water), CC(C)(C)[Si](OCCN(S(=O)(=O)C1=C(C=C(C=C1)F)F)CC1=CC=CC=C1)(C)C (N-(2-{[(1,1-Dimethylethyl)(dimethyl)silyl]oxy}ethyl)-2,4-difluoro-N-(phenylmethyl)benzenesulfonamide), OC=1C=C(C(=O)NC2=NN(C=C2)C)C=C(C1)O[C@H](CO[Si](C(C)C)(C(C)C)C(C)C)C (3-hydroxy-N-(1-methyl-1H-pyrazol-3-yl)-5-{(s)-1-methyl-2-[(triisopropylsilyl)oxy]ethoxy}benzamide), C([O-])([O-])=O.[K+].[K+] (potassium carbonate). Solvent: CC(=O)N(C)C (DMA). Reaction conditions: temperature 150 celsius. Product: O=S1(N(CCOC2=C1C=CC(=C2)OC=2C=C(C(=O)NC1=NN(C=C1)C)C=C(C2)O[C@H](CO)C)CC2=CC=CC=C2)=O (3-{[1,1-Dioxido-2-(phenylmethyl)-3,4-dihydro-2H-5,1,2-benzoxathiazepin-7-yl]oxy}-5-{[(1S)-2-hydroxy-1-methylethyl]oxy}-N-(1-methyl-1H-pyrazol-3-yl)benzamide). Isolated yield 117.8%. Reaction SMILES: CC([Si](C)(C)[O:6][CH2:7][CH2:8][N:9]([CH2:21][C:22]1[CH:27]=[CH:26][CH:25]=[CH:24][CH:23]=1)[S:10]([C:13]1[CH:18]=[CH:17][C:16](F)=[CH:15][C:14]=1F)(=[O:12])=[O:11])(C)C.[OH:30][C:31]1[CH:32]=[C:33]([CH:43]=[C:44]([O:46][C@@H:47]([CH3:60])[CH2:48][O:49][Si](C(C)C)(C(C)C)C(C)C)[CH:45]=1)[C:34]([NH:36][C:37]1[CH:41]=[CH:40][N:39]([CH3:42])[N:38]=1)=[O:35].C(=O)([O-])[O-].[K+].[K+].O>CC(N(C)C)=O>[O:12]=[S:10]1(=[O:11])[C:13]2[CH:14]=[CH:15][C:16]([O:30][C:31]3[CH:32]=[C:33]([CH:43]=[C:44]([O:46][C@@H:47]([CH3:60])[CH2:48][OH:49])[CH:45]=3)[C:34]([NH:36][C:37]3[CH:41]=[CH:40][N:39]([CH3:42])[N:38]=3)=[O:35])=[CH:17][C:18]=2[O:6][CH2:7][CH2:8][N:9]1[CH2:21][C:22]1[CH:23]=[CH:24][CH:25]=[CH:26][CH:27]=1 |f:2.3.4|. Procedure details: N-(2-{[(1,1-Dimethylethyl)(dimethyl)silyl]oxy}ethyl)-2,4-difluoro-N-(phenylmethyl)benzenesulfonamide (291 mg, 0.66 mmol) was added to 3-hydroxy-N-(1-methyl-1H-pyrazol-3-yl)-5-{(s)-1-methyl-2-[(triisopropylsilyl)oxy]ethoxy}benzamide (296 mg, 0.66 mmol) and potassium carbonate (183 mg, 1.31 mmol) in dry DMA (4 mL). The mixture was heated in a Smith Creator microwave at 150° C. for 45 mins. Water (25 mL) was added to the reaction mixture and extracted with ethyl acetate (3×30 mL). The combined orga... Starting materials: CNc1cccc(OCc2ccccc2)c1[N+](=O)[O-], CN(C)c1ccccc1, COCC(=O)Cl, CCOC(C)=O. The product is COCC(=O)N(C)c1cccc(OCc2ccccc2)c1[N+](=O)[O-]. Reaction SMILES: [CH2:1]([c:2]1[cH:3][cH:4][cH:5][cH:6][cH:7]1)[O:8][c:9]1[c:10]([N+:17](=[O:18])[O-:19])[c:11]([NH:12][CH3:13])[cH:14][cH:15][cH:16]1.[CH3:20][N:21]([c:22]1[cH:23][cH:24][cH:25][cH:26][cH:27]1)[CH3:28].[CH3:29][O:30][CH2:31][C:32](=[O:33])[Cl:34].[CH3:35][CH2:36][O:37][C:38](=[O:39])[CH3:40]>>[CH2:1]([c:2]1[cH:3][cH:4][cH:5][cH:6][cH:7]1)[O:8][c:9]1[c:10]([N+:17](=[O:18])[O-:19])[c:11]([N:12]([CH3:13])[C:32]([CH2:31][O:30][CH3:29])=[O:33])[cH:14][cH:15][cH:16]1. The reactants are CC(=O)C1=CC(=C(C(=C1)Br)O)Br (3,5-dibromo-4-hydroxyacetophenone), C(=O)([O-])[O-].[K+].[K+] (K2CO3), C(C1=CC=CC=C1)Br (benzyl bromide). The solvent is CN(C)C=O (DMF), O (water). Run at time 45 minute. Product: C(C1=CC=CC=C1)OC1=C(C=C(C=C1Br)C(C)=O)Br (1-(4-benzyloxy-3,5-dibromo-phenyl)-ethanone), solid. Isolated yield 73.4%. As a reaction SMILES: [CH3:1][C:2]([C:4]1[CH:9]=[C:8]([Br:10])[C:7]([OH:11])=[C:6]([Br:12])[CH:5]=1)=[O:3].C([O-])([O-])=O.[K+].[K+].[CH2:19](Br)[C:20]1[CH:25]=[CH:24][CH:23]=[CH:22][CH:21]=1>CN(C=O)C.O>[CH2:19]([O:11][C:7]1[C:6]([Br:12])=[CH:5][C:4]([C:2](=[O:3])[CH3:1])=[CH:9][C:8]=1[Br:10])[C:20]1[CH:25]=[CH:24][CH:23]=[CH:22][CH:21]=1 |f:1.2.3|. Procedure details: To a solution of 3,5-dibromo-4-hydroxyacetophenone from Example 45A (15 g, 51.2 mmol) in DMF (51 mL) was added K2CO3 (10.2 g, 74.1 mmol) and benzyl bromide (6.0 mL, 50.7 mmol). The reaction stirred at room temperature for 45 minutes. It was diluted with water (200 mL) and extracted with EtOAc (3×75 mL). The combined organic layers were washed with 2M NaOH solution (2×75 mL), water (75 mL), and brine (75 mL) and then dried over MgSO4 and concentrated in vacuo to give 1-(4-benzyloxy-3,5-dibromo-ph... Starting materials: C=CCOC(=O)NCCc1ccc2c(c1)c(C(=N)NC(=O)OC(C)(C)C)cn2C(=O)OC(C)(C)C, C1COCCN1, ClCCl, [Pd], c1ccc(P(c2ccccc2)(c2ccccc2)[Pd](P(c2ccccc2)(c2ccccc2)c2ccccc2)(P(c2ccccc2)(c2ccccc2)c2ccccc2)P(c2ccccc2)(c2ccccc2)c2ccccc2)cc1. Reaction SMILES: [C:1]([CH3:2])([CH3:3])([CH3:4])[O:5][C:6](=[O:7])[n:8]1[cH:9][c:10]([C:26]([NH:27][C:28](=[O:29])[O:30][C:31]([CH3:32])([CH3:33])[CH3:34])=[NH:35])[c:11]2[cH:12][c:13]([CH2:17][CH2:18][NH:19][C:20]([O:21][CH2:22][CH:23]=[CH2:24])=[O:25])[cH:14][cH:15][c:16]12.[CH2:36]1[NH:37][CH2:38][CH2:39][O:40][CH2:41]1.[Cl:42][CH2:43][Cl:44].[Pd:45].[cH:46]1[cH:47][cH:48][c:49]([P:50]([Pd:51]([P:52]([c:53]2[cH:54][cH:55][cH:56][cH:57][cH:58]2)([c:59]2[cH:60][cH:61][cH:62][cH:63][cH:64]2)[c:65]2[cH:66][cH:67][cH:68][cH:69][cH:70]2)([P:71]([c:72]2[cH:73][cH:74][cH:75][cH:76][cH:77]2)([c:78]2[cH:79][cH:80][cH:81][cH:82][cH:83]2)[c:84]2[cH:85][cH:86][cH:87][cH:88][cH:89]2)[P:90]([c:91]2[cH:92][cH:93][cH:94][cH:95][cH:96]2)([c:97]2[cH:98][cH:99][cH:100][cH:101][cH:102]2)[c:103]2[cH:104][cH:105][cH:106][cH:107][cH:108]2)([c:109]2[cH:110][cH:111][cH:112][cH:113][cH:114]2)[c:115]2[cH:116][cH:117][cH:118][cH:119][cH:120]2)[cH:121][cH:122]1>>[C:1]([CH3:2])([CH3:3])([CH3:4])[O:5][C:6](=[O:7])[n:8]1[cH:9][c:10]([C:26]([NH:27][C:28](=[O:29])[O:30][C:31]([CH3:32])([CH3:33])[CH3:34])=[NH:35])[c:11]2[cH:12][c:13]([CH2:17][CH2:18][NH2:19])[cH:14][cH:15][c:16]12. Product: CC(C)(C)OC(=O)NC(=N)c1cn(C(=O)OC(C)(C)C)c2ccc(CCN)cc12. Starting materials: [OH-].[K+] (potassium hydroxide), NC=1SC=C(N1)/C(/C(=O)N[C@H]1[C@@H]2N(C(=C(CS2)SCC=2C=NNC2)C(=O)OC(C2=CC=CC=C2)C2=CC=CC=C2)C1=O)=N/OC(C)=O (Diphenylmethyl 7β-[2-(2-aminothiazol-4-yl)-2-(Z)-(acetoxyimino)acetamido]-3-[(pyrazol-4-yl)methylthio]-3-cephem-4-carboxylate), [OH-].[Na+] (sodium hydroxide), Cl (hydrochloric acid), Cl (hydrochloric acid). Run in C(C)(=O)OCC (ethyl acetate), CO (methanol). Reaction conditions: time 30 minute. Product: NC=1SC=C(N1)/C(/C(=O)N[C@H]1[C@@H]2N(C(=C(CS2)SCC=2C=NNC2)C(=O)OC(C2=CC=CC=C2)C2=CC=CC=C2)C1=O)=N/O (diphenylmethyl 7β-[2-(2-aminothiazol-4-yl)-2-(Z)-(hydroxyimino)acetamido]-3-[(pyrazol-4-yl)methylthio]-3-cephem-4-carboxylate). Yield: 86.6%. Reaction SMILES: [NH2:1][C:2]1[S:3][CH:4]=[C:5](/[C:7](=[N:43]/[O:44]C(=O)C)/[C:8]([NH:10][C@@H:11]2[C:41](=[O:42])[N:13]3[C:14]([C:25]([O:27][CH:28]([C:35]4[CH:40]=[CH:39][CH:38]=[CH:37][CH:36]=4)[C:29]4[CH:34]=[CH:33][CH:32]=[CH:31][CH:30]=4)=[O:26])=[C:15]([S:18][CH2:19][C:20]4[CH:21]=[N:22][NH:23][CH:24]=4)[CH2:16][S:17][C@H:12]23)=[O:9])[N:6]=1.Cl.[OH-].[Na+].[OH-].[K+]>CO.C(OCC)(=O)C>[NH2:1][C:2]1[S:3][CH:4]=[C:5](/[C:7](=[N:43]/[OH:44])/[C:8]([NH:10][C@@H:11]2[C:41](=[O:42])[N:13]3[C:14]([C:25]([O:27][CH:28]([C:29]4[CH:34]=[CH:33][CH:32]=[CH:31][CH:30]=4)[C:35]4[CH:40]=[CH:39][CH:38]=[CH:37][CH:36]=4)=[O:26])=[C:15]([S:18][CH2:19][C:20]4[CH:21]=[N:22][NH:23][CH:24]=4)[CH2:16][S:17][C@H:12]23)=[O:9])[N:6]=1 |f:2.3,4.5|. Procedure: Diphenylmethyl 7β-[2-(2-aminothiazol-4-yl)-2-(Z)-(acetoxyimino)acetamido]-3-[(pyrazol-4-yl)methylthio]-3-cephem-4-carboxylate (41.3 g) was suspended in methanol (420 ml) at room temperature, concentrated hydrochloric acid (24.9 ml) was added below 15° C. thereto. After the reaction mixture was stirred at room temperature for 30 minutes, concentrated hydrochloric acid (6.7 ml) was added thereto at the same temperature. After stirring at room temperature for 2 hours, poured into a mixture of ethyl...